This data is from the Open Reaction Database (ORD), a public repository of structured organic reaction records. The task is: describe an organic reaction: reactants, conditions, products, and yield Starting materials: C1(CCCCC1)C=1C=2C=CC(=CC2N2C1C1=C(CNCC2)C=C(C=C1)F)C(=O)OC (methyl 14-cyclohexyl-3-fluoro-5,6,7,8-tetrahydroindolo[2,1-a][2,5]benzodiazocine-11-carboxylate), C(C)(=O)O (acetic acid), CCN(C(C)C)C(C)C (DIPEA), CN(C)C(=[N+](C)C)ON1C2=C(C=CC=C2)N=N1.[B-](F)(F)(F)F (TBTU). The solvent is C(Cl)Cl (DCM), C(Cl)Cl (DCM). Conditions: time 8 hour. The product is C1(CCCCC1)C=1C=2C=CC(=CC2N2C1C1=C(CN(CC2)C(CN2C=NC=C2)=O)C=C(C=C1)F)C(=O)OC (methyl 14-cyclohexyl-3-fluoro-6-(1H-imidazol-1-ylacetyl)-5,6,7,8-tetrahydroindolo[2,1-a][2,5]benzodiazocine-11-carboxylate). As a reaction SMILES: [CH:1]1([C:7]2[C:8]3[CH:9]=[CH:10][C:11]([C:27]([O:29][CH3:30])=[O:28])=[CH:12][C:13]=3[N:14]3[CH2:21][CH2:20][NH:19][CH2:18][C:17]4[CH:22]=[C:23]([F:26])[CH:24]=[CH:25][C:16]=4[C:15]=23)[CH2:6][CH2:5][CH2:4][CH2:3][CH2:2]1.[C:31]([OH:34])(=O)[CH3:32].CCN(C(C)C)C(C)C.[CH3:44][N:45]([C:47](ON1N=NC2C=CC=CC1=2)=[N+:48]([CH3:50])C)C.[B-](F)(F)(F)F>C(Cl)Cl>[CH:1]1([C:7]2[C:8]3[CH:9]=[CH:10][C:11]([C:27]([O:29][CH3:30])=[O:28])=[CH:12][C:13]=3[N:14]3[CH2:21][CH2:20][N:19]([C:31](=[O:34])[CH2:32][N:48]4[CH:50]=[CH:44][N:45]=[CH:47]4)[CH2:18][C:17]4[CH:22]=[C:23]([F:26])[CH:24]=[CH:25][C:16]=4[C:15]=23)[CH2:2][CH2:3][CH2:4][CH2:5][CH2:6]1 |f:3.4|. Procedure details: To a solution of 1 eq of methyl-14-cyclohexyl-3-fluoro-5,6,7,8-tetrahydroindolo[2,1-a][2,5]benzodiazocin-11-carboxylate (prepared as described in Example 18, Step 5) in DCM (0.06 M), 1.1 eq of imidazo-1-yl acetic acid in DCM (0.05 M), 3 eq of DIPEA and 1.5 eq of TBTU were added and the mixture stirred at RT overnight. Volatiles were removed in vacuo and the crude material was used in the next step without further purification; MS (ES+) m/z 515 (M+H)+. The reactants are BrCC1=C(C=C(C(=O)OC)C=C1)OC (methyl 4-bromomethyl-3methoxybenzoate), CC(CCNC(=O)C=1C=C2C=CNC2=CC1)C (5-[N-(3-methylbutyl)carbamoyl]-indole). Reagents/catalysts: [Ag-]=O (Silver(I) oxide). Run in C(C)(=O)OCC (ethyl acetate), C1(=CC=CC=C1)C (toluene), C1(=CC=CC=C1)C (toluene). Run at time 4 hour. Yields the product CC(CCNC(=O)C=1C=C2C(=CNC2=CC1)CC1=C(C=C(C(=O)OC)C=C1)OC)C (methyl 4-[5-[N-(3-methylbutyl)carbamoyl]indol-3-ylmethyl]-3-methoxybenzoate). Yield: 12.9%. Reaction SMILES: [CH3:1][CH:2]([CH3:17])[CH2:3][CH2:4][NH:5][C:6]([C:8]1[CH:9]=[C:10]2[C:14](=[CH:15][CH:16]=1)[NH:13][CH:12]=[CH:11]2)=[O:7].Br[CH2:19][C:20]1[CH:29]=[CH:28][C:23]([C:24]([O:26][CH3:27])=[O:25])=[CH:22][C:21]=1[O:30][CH3:31]>C1(C)C=CC=CC=1.C(OCC)(=O)C.[Ag-]=O>[CH3:1][CH:2]([CH3:17])[CH2:3][CH2:4][NH:5][C:6]([C:8]1[CH:9]=[C:10]2[C:14](=[CH:15][CH:16]=1)[NH:13][CH:12]=[C:11]2[CH2:19][C:20]1[CH:29]=[CH:28][C:23]([C:24]([O:26][CH3:27])=[O:25])=[CH:22][C:21]=1[O:30][CH3:31])=[O:7]. Procedure details: Silver(I) oxide (4.92 g) was added to a solution of indole (F) (2.05 g) in toluene (15 ml). The mixture was protected from light, stirred, and heated to reflux under an atmosphere of nitrogen for 24 hours. A soution of methyl 4-bromomethyl-3-methoxybenzoate (B) (2.31 g) in toluene (5 ml) was added, and stirring was continued at 95° C. for 4 hours. The mixture was then diluted with ethyl acetate and filtered. The filtrate was evaporated to give an amber gum which was purified by flash chromatogra... Starting materials: aqueous solution, O.O.C(=O)([O-])C(O)C(O)C(=O)[O-].[Na+].[Na+] (disodium tartrate dihydrate), C[Al](C)C (trimethyl aluminium), C1(=CC=CC=C1)S(=O)(=O)N1C(=C(C=C1)C(F)(F)F)C(=O)OC (methyl 1-(phenylsulfonyl)-3-(trifluoromethyl)-1H-pyrrole-2-carboxylate), NC=1C(=CC=CC1)C (o-toluidine), C[Al](C)C (trimethy aluminium). Run in C1(=CC=CC=C1)C (toluene), C1(=CC=CC=C1)C (toluene), O (water). Conditions: time 10 minute. Yields the product C1(=CC=CC=C1)S(=O)(=O)N1C(=C(C=C1)C(F)(F)F)C(=O)NC1=C(C=CC=C1)C (1-(Phenylsulfonyl)-N-o-tolyl-3-(trifluoromethyl)-1H-pyrrole-2-carboxamide). Isolated yield 221.2%. As a reaction SMILES: [NH2:1][C:2]1[C:3]([CH3:8])=[CH:4][CH:5]=[CH:6][CH:7]=1.C[Al](C)C.[C:13]1([S:19]([N:22]2[CH:26]=[CH:25][C:24]([C:27]([F:30])([F:29])[F:28])=[C:23]2[C:31](OC)=[O:32])(=[O:21])=[O:20])[CH:18]=[CH:17][CH:16]=[CH:15][CH:14]=1.O.O.C(C(C(C([O-])=O)O)O)([O-])=O.[Na+].[Na+]>C1(C)C=CC=CC=1.O>[C:13]1([S:19]([N:22]2[CH:26]=[CH:25][C:24]([C:27]([F:30])([F:28])[F:29])=[C:23]2[C:31]([NH:1][C:2]2[CH:7]=[CH:6][CH:5]=[CH:4][C:3]=2[CH3:8])=[O:32])(=[O:20])=[O:21])[CH:14]=[CH:15][CH:16]=[CH:17][CH:18]=1 |f:3.4.5.6.7|. Reported procedure: In a three-necked round-bottom flask o-toluidine (0.53 g, 5 mmol) was dissolved in 15 mL of toluene under inert atmosphere. To this solution was added trimethy aluminium (2.5 mL, 5 mmol) and the mixture was stirred at room temperature during 10 minutes. Afterwards, a solution of methyl 1-(phenylsulfonyl)-3-(trifluoromethyl)-1H-pyrrole-2-carboxylate (207 mg, 0.62 mmol) in 15 mL of toluene were added and the reaction mixtures was heated at 80° C. over night. Next, the mixture was allowed to cool t... The reactants are FC1=CC=C(C=C1)N(C(=O)C1=C(C=C(C=C1C)N1CCOCC1)OS(=O)(=O)C(F)(F)F)C (trifluoro-methanesulfonic acid [2-[(4-fluorophenyl)-methyl-carbamoyl]-3-methyl-5-morpholin-4-yl-phenyl]ester), C1(CC1)B(O)O (cyclopropylboronic acid), tetrakis(triphenylphosphin)palladium(0), [F-].[K+] (potassium fluoride), [Br-].[K+] (potassium bromide). Run in C1(=CC=CC=C1)C (toluene). Yields the product FC1=CC=C(C=C1)CNC(C1=C(C=C(C=C1C)N1CCOCC1)C1CC1)=O (N-[(4-fluorophenyl)-methyl]-2-cyclopropyl-6-methyl-4-morpholin-4-yl-benzamide). Isolated yield 28.0%. As a reaction SMILES: FC1C=CC([N:8]([CH3:32])[C:9]([C:11]2[C:16]([CH3:17])=[CH:15][C:14]([N:18]3[CH2:23][CH2:22][O:21][CH2:20][CH2:19]3)=[CH:13][C:12]=2OS(C(F)(F)F)(=O)=O)=[O:10])=CC=1.[F-:33].[K+].[Br-].[K+].[CH:37]1(B(O)O)[CH2:39][CH2:38]1>C1(C)C=CC=CC=1>[F:33][C:11]1[CH:16]=[CH:15][C:14]([CH2:32][NH:8][C:9](=[O:10])[C:11]2[C:16]([CH3:17])=[CH:15][C:14]([N:18]3[CH2:23][CH2:22][O:21][CH2:20][CH2:19]3)=[CH:13][C:12]=2[CH:37]2[CH2:39][CH2:38]2)=[CH:13][CH:12]=1 |f:1.2,3.4|. Procedure: A solution of trifluoro-methanesulfonic acid [2-[(4-fluorophenyl)-methyl-carbamoyl]-3-methyl-5-morpholin-4-yl-phenyl]ester (synthesized according to the methods described in sections a) to d) of example 17) (0.16 g, 0.34 mmol), potassium fluoride (0.08 g, 1.41 mmol), potassium bromide (0.05 g, 0.40 mmol) and cyclopropylboronic acid (0.06 g, 0.67 mmol) in dry toluene (3 ml) is degassed and flushed with argon for 20 min. To the reaction mixture is added tetrakis(triphenylphosphin)palladium(0) (0.0...